Dataset: the Open Reaction Database (ORD), a public repository of structured organic reaction records. Task: describe an organic reaction: reactants, conditions, products, and yield The reactants are CCCCOc1ccc(S(=O)(=O)Oc2ccc(OCC(O)CN(C(=O)OC(C)(C)C)C3CN(S(=O)(=O)c4ccc(OCCCC)cc4)C3)cc2)cc1, ClCCl, O=C(O)C(F)(F)F. Yields the product CCCCOc1ccc(S(=O)(=O)Oc2ccc(OCC(O)CNC3CN(S(=O)(=O)c4ccc(OCCCC)cc4)C3)cc2)cc1. As a reaction SMILES: [CH2:1]([CH2:2][CH2:3][CH3:4])[O:5][c:6]1[cH:7][cH:8][c:9]([S:12](=[O:13])(=[O:14])[N:15]2[CH2:16][CH:17]([N:19]([CH2:20][CH:21]([CH2:22][O:23][c:24]3[cH:25][cH:26][c:27]([O:30][S:31](=[O:32])(=[O:33])[c:34]4[cH:35][cH:36][c:37]([O:40][CH2:41][CH2:42][CH2:43][CH3:44])[cH:38][cH:39]4)[cH:28][cH:29]3)[OH:45])[C:46]([O:47][C:48]([CH3:49])([CH3:50])[CH3:51])=[O:52])[CH2:18]2)[cH:10][cH:11]1.[Cl:60][CH2:61][Cl:62].[OH:53][C:54]([C:55]([F:56])([F:57])[F:58])=[O:59]>>[CH2:1]([CH2:2][CH2:3][CH3:4])[O:5][c:6]1[cH:7][cH:8][c:9]([S:12](=[O:13])(=[O:14])[N:15]2[CH2:16][CH:17]([NH:19][CH2:20][CH:21]([CH2:22][O:23][c:24]3[cH:25][cH:26][c:27]([O:30][S:31](=[O:32])(=[O:33])[c:34]4[cH:35][cH:36][c:37]([O:40][CH2:41][CH2:42][CH2:43][CH3:44])[cH:38][cH:39]4)[cH:28][cH:29]3)[OH:45])[CH2:18]2)[cH:10][cH:11]1. The reactants are C([O-])(O)=O.[Na+] (sodium bicarbonate), C(C)C1=CC=C(S1)C=O (5-ethyl-thiophene-2-carboxaldehyde), Cl.C(C)(C)(C)OC(CCN)=O (3-amino-propionic acid tert-butyl ester hydrochloride), C(C)(=O)O[BH-](OC(C)=O)OC(C)=O.[Na+] (Sodium triacetoxyborohydride). Run in C(Cl)Cl (DCM). Reaction conditions: time 3 hour. Product: C(C)(C)(C)OC(CCNCC=1SC(=CC1)CC)=O (3-[(5-ethyl-thiophen-2-ylmethyl)-amino]-propionic acid tert-butyl ester). The yield is 32.6%. RXN SMILES: [CH2:1]([C:3]1[S:7][C:6]([CH:8]=O)=[CH:5][CH:4]=1)[CH3:2].Cl.[C:11]([O:15][C:16](=[O:20])[CH2:17][CH2:18][NH2:19])([CH3:14])([CH3:13])[CH3:12].C(O[BH-](OC(=O)C)OC(=O)C)(=O)C.[Na+].C(=O)(O)[O-].[Na+]>C(Cl)Cl>[C:11]([O:15][C:16](=[O:20])[CH2:17][CH2:18][NH:19][CH2:8][C:6]1[S:7][C:3]([CH2:1][CH3:2])=[CH:4][CH:5]=1)([CH3:14])([CH3:13])[CH3:12] |f:1.2,3.4,5.6|. Procedure: A mixture of 5-ethyl-thiophene-2-carboxaldehyde (14.25 g, 101.6 mmol) and 3-amino-propionic acid tert-butyl ester hydrochloride (22.2 g, 122 mmol) in DCM was stirred for 3 hr at RT. Sodium triacetoxyborohydride (30.1 g, 142.2 mmol) was added in portions and the reaction was stirred for 2 h, at which point TLC indicated the completion of the reaction. To the reaction mixture was added a saturated aq solution of sodium bicarbonate, and then the phases were separated. The aqueous layer was extracte... Reactants: NC12CCC(CC1)C2(C)C (1-amino-7,7-dimethylnorbornane), C(C)(=O)Cl (acetyl chloride). The solvent is N1=CC=CC=C1 (pyridine). Yields the product C(C)(=O)NC12CCC(CC1)C2(C)C (1-acetamido-7,7-dimethylnorbornane). Reaction SMILES: [NH2:1][C:2]12[C:8]([CH3:10])([CH3:9])[CH:5]([CH2:6][CH2:7]1)[CH2:4][CH2:3]2.[C:11](Cl)(=[O:13])[CH3:12]>N1C=CC=CC=1>[C:11]([NH:1][C:2]12[C:8]([CH3:10])([CH3:9])[CH:5]([CH2:6][CH2:7]1)[CH2:4][CH2:3]2)(=[O:13])[CH3:12]. Procedure: A solution of 1-amino-7,7-dimethylnorbornane (1.022 g) in pyridine (10 ml) was cooled in an ice-bath and stirred whilst acetyl chloride (1 ml) was added dropwise. The ice-bath was removed and the mixture was kept at room temperature until the reaction was complete. Dilution with water, acidification with dilute hydrochloric acid and extraction with ether afforded the crude product which was purified by filtration through a small column of neutral alumina and crystallization from ether-petroleum ... Reactants: O=C(O)C(NC(c1ccccc1)(c1ccccc1)c1ccccc1)C(C(=O)O)c1ccccc1, C=CCBr, C1CCOC1, C[Si](C)(C)[N-][Si](C)(C)C, [K+]. Product: C=CCC(C(=O)O)(c1ccccc1)C(NC(c1ccccc1)(c1ccccc1)c1ccccc1)C(=O)O. Reaction SMILES: [C:1]([c:2]1[cH:3][cH:4][cH:5][cH:6][cH:7]1)([c:8]1[cH:9][cH:10][cH:11][cH:12][cH:13]1)([c:14]1[cH:15][cH:16][cH:17][cH:18][cH:19]1)[NH:20][CH:21]([C:22](=[O:23])[OH:24])[CH:25]([C:26](=[O:27])[OH:28])[c:29]1[cH:30][cH:31][cH:32][cH:33][cH:34]1.[CH2:45]([CH:46]=[CH2:47])[Br:48].[CH2:49]1[O:50][CH2:51][CH2:52][CH2:53]1.[CH3:36][Si:37]([N-:38][Si:39]([CH3:40])([CH3:41])[CH3:42])([CH3:43])[CH3:44].[K+:35]>>[C:1]([c:2]1[cH:3][cH:4][cH:5][cH:6][cH:7]1)([c:8]1[cH:9][cH:10][cH:11][cH:12][cH:13]1)([c:14]1[cH:15][cH:16][cH:17][cH:18][cH:19]1)[NH:20][CH:21]([C:22](=[O:23])[OH:24])[C:25]([C:26](=[O:27])[OH:28])([c:29]1[cH:30][cH:31][cH:32][cH:33][cH:34]1)[CH2:47][CH:46]=[CH2:45].